From a dataset of the Open Reaction Database (ORD), a public repository of structured organic reaction records. describe an organic reaction: reactants, conditions, products, and yield Starting materials: CCN1C(=O)N(c2c(F)c(OC)cc(OC)c2F)Cc2cnc(S(C)=O)nc21, NC1CCC(O)CC1. Product: CCN1C(=O)N(c2c(F)c(OC)cc(OC)c2F)Cc2cnc(NC3CCC(O)CC3)nc21. Reaction SMILES: [F:1][c:2]1[c:3]([N:13]2[C:14](=[O:28])[N:15]([CH2:26][CH3:27])[c:16]3[n:17][c:18]([S:23]([CH3:24])=[O:25])[n:19][cH:20][c:21]3[CH2:22]2)[c:4]([F:12])[c:5]([O:10][CH3:11])[cH:6][c:7]1[O:8][CH3:9].[NH2:29][CH:30]1[CH2:31][CH2:32][CH:33]([OH:36])[CH2:34][CH2:35]1>>[F:1][c:2]1[c:3]([N:13]2[C:14](=[O:28])[N:15]([CH2:26][CH3:27])[c:16]3[n:17][c:18]([NH:29][CH:30]4[CH2:31][CH2:32][CH:33]([OH:36])[CH2:34][CH2:35]4)[n:19][cH:20][c:21]3[CH2:22]2)[c:4]([F:12])[c:5]([O:10][CH3:11])[cH:6][c:7]1[O:8][CH3:9]. The reactants are BrCCCCCCBr, [Na+], OCCCCOc1ccccc1, [OH-], O. The product is BrCCCCCCOCCCCOc1ccccc1. RXN SMILES: [Br:13][CH2:14][CH2:15][CH2:16][CH2:17][CH2:18][CH2:19][Br:20].[Na+:22].[O:1]([c:2]1[cH:3][cH:4][cH:5][cH:6][cH:7]1)[CH2:8][CH2:9][CH2:10][CH2:11][OH:12].[OH-:21].[OH2:23]>>[O:1]([c:2]1[cH:3][cH:4][cH:5][cH:6][cH:7]1)[CH2:8][CH2:9][CH2:10][CH2:11][O:12][CH2:19][CH2:18][CH2:17][CH2:16][CH2:15][CH2:14][Br:13]. Starting materials: P(=O)(OCC(C)C)(OCC(C)C)Cl (diisobutyl chlorophosphate), N1=CC=CC=C1 (pyridine), C(CCC)O (n-Butanol). Solvent: ClCCl (dichloromethane). Conditions: time 24 hour. Yields the product P(=O)(OCCCC)(OCC(C)C)OCC(C)C (n-butyl diisobutyl phosphate). Reaction SMILES: [P:1](Cl)([O:8][CH2:9][CH:10]([CH3:12])[CH3:11])([O:3][CH2:4][CH:5]([CH3:7])[CH3:6])=[O:2].N1C=CC=CC=1.[CH2:20]([OH:24])[CH2:21][CH2:22][CH3:23]>ClCCl>[P:1]([O:8][CH2:9][CH:10]([CH3:12])[CH3:11])([O:3][CH2:4][CH:5]([CH3:7])[CH3:6])([O:24][CH2:20][CH2:21][CH2:22][CH3:23])=[O:2]. Procedure details: A solution of diisobutyl chlorophosphate (130.3 g, 0.57 mole) in 600 mL of dichloromethane and 55.37 g (0.70 mole) of pyridine was cooled to 0° C. n-Butanol (42.25 g, 0.57 mole) was added dropwise over 1 hour. The formation of a white precipitate was immediately observed. The reaction mixture was then stirred for 24 hours at room temperature. The pyridinium hydrochloride was filtered off and the solution washed with water (2×250 mL), aqueous 0.5 N HCl (2×250 mL) and water (2×250 mL). The organic... The reactants are Nc1ccc(C(F)(F)F)cn1, O=[N+]([O-])O, O=S(=O)(O)O. The product is Nc1ncc(C(F)(F)F)cc1[N+](=O)[O-]. As a reaction SMILES: [F:1][C:2]([c:3]1[cH:4][cH:5][c:6]([NH2:9])[n:7][cH:8]1)([F:10])[F:11].[OH:17][N+:18]([O-:19])=[O:20].[S:12](=[O:13])(=[O:14])([OH:15])[OH:16]>>[F:1][C:2]([c:3]1[cH:4][c:5]([N+:18](=[O:17])[O-:19])[c:6]([NH2:9])[n:7][cH:8]1)([F:10])[F:11].